This data is from the Open Reaction Database (ORD), a public repository of structured organic reaction records. The task is: describe an organic reaction: reactants, conditions, products, and yield Reactants: ethoxy, C(C)#N (acetonitrile), C(=O)(OCC)C1C(N(CC1=O)CCC)=O (3-carboethoxy-1-propyl-2,4-dioxopyrrolidine), methoxy, O=C1NCC(C1)=O (2,4-dioxopyrrolidine). Solvent: C(C)(=O)OCC (ethyl acetate). The product is C(CC)N1C(CC(C1)=O)=O (1-propyl-2,4-dioxopyrrolidine), desired product. The yield is 75.0%. RXN SMILES: C([CH:6]1[C:10](=[O:11])[CH2:9][N:8]([CH2:12][CH2:13][CH3:14])[C:7]1=[O:15])(OCC)=O.C(#N)C.O=C1CC(=O)CN1>C(OCC)(=O)C>[CH2:12]([N:8]1[CH2:9][C:10](=[O:11])[CH2:6][C:7]1=[O:15])[CH2:13][CH3:14]. Procedure: Freshly prepared 1-propyl-2,4-dioxopyrrolidine was prepared by heating together 3-carboethoxy-1-propyl-2,4-dioxopyrrolidine (1.16 g) (U.S. Pat. No. 4,511,568, Example 52d describes the preparation of the methoxy compound; the ethoxy compound may be prepared in a similar manner), and acetonitrile (100 ml). After heating for 1.5 hours the volatiles were removed under aspirator vacuum and the residue consisting of crude 2,4-dioxopyrrolidine was taken up in toluene (4 ml). This solution was added dr...